From a dataset of the Open Reaction Database (ORD), a public repository of structured organic reaction records. describe an organic reaction: reactants, conditions, products, and yield Starting materials: C(C)(=O)N1[C@H]([C@H](N2C1=CC=C(C2=O)I)C2=CC=C(C=C2)Cl)C2=CC=C(C=C2)Cl (rac-cis-1-acetyl-2,3-bis-(4-chloro-phenyl)-2,3-dihydro-6-iodo-1H-imidazo[1 2-a]pyridin-5-one), COC=1C=C(C=CC1OC)B(O)O (3,4-dimethoxyphenylboronic acid). The product is C(C)(=O)N1[C@H]([C@H](N2C1=CC=C(C2=O)C2=CC(=C(C=C2)OC)OC)C2=CC=C(C=C2)Cl)C2=CC=C(C=C2)Cl (rac-cis-1-Acetyl-2,3-bis-(4-chloro-phenyl)-6-(3,4-dimethoxy-phenyl)-2,3-dihydro-1H-imidazo[1,2-a]pyridin-5-one), expected product. RXN SMILES: [C:1]([N:4]1[C:8]2=[CH:9][CH:10]=[C:11](I)[C:12](=[O:13])[N:7]2[C@H:6]([C:15]2[CH:20]=[CH:19][C:18]([Cl:21])=[CH:17][CH:16]=2)[C@@H:5]1[C:22]1[CH:27]=[CH:26][C:25]([Cl:28])=[CH:24][CH:23]=1)(=[O:3])[CH3:2].[CH3:29][O:30][C:31]1[CH:32]=[C:33](B(O)O)[CH:34]=[CH:35][C:36]=1[O:37][CH3:38]>>[C:1]([N:4]1[C:8]2=[CH:9][CH:10]=[C:11]([C:34]3[CH:33]=[CH:32][C:31]([O:30][CH3:29])=[C:36]([O:37][CH3:38])[CH:35]=3)[C:12](=[O:13])[N:7]2[C@H:6]([C:15]2[CH:20]=[CH:19][C:18]([Cl:21])=[CH:17][CH:16]=2)[C@@H:5]1[C:22]1[CH:27]=[CH:26][C:25]([Cl:28])=[CH:24][CH:23]=1)(=[O:3])[CH3:2]. Procedure details: rac-cis-1-Acetyl-2,3-bis-(4-chloro-phenyl)-6-(3,4-dimethoxy-phenyl)-2,3-dihydro-1H-imidazo[1,2-a]pyridin-5-one was prepared according to general method D by reaction of rac-cis-1-acetyl-2,3-bis-(4-chloro-phenyl)-2,3-dihydro-6-iodo-1H-imidazo[1 2-a]pyridin-5-one with 3,4-dimethoxyphenylboronic acid The compound was isolated by preparative HPLC. The expected product was characterized by LC/MS (M+H) where the mass was observed as 535.16; the expected mass is 534.1. LC/MS indicated a purity of 100% ... Starting materials: ClCC1CNC=2C=C(C3=C(C12)C=CC(=C3)S(=O)(=O)NCCO)[N+](=O)[O-] (1-(chloromethyl)-N-(2-hydroxyethyl)-5-nitro-1,2-dihydro-3H-benzo[e]indole-7-sulfonamide), COC1=CC=C(/C=C/C(=O)O)C=C1 ((E)-4-methoxycinnamic acid), CCN=C=NCCCN(C)C (EDCI), CC=1C=CC(=CC1)S(=O)(=O)O (TsOH). Solvent: CO.Cl (MeOH HCl), CC(=O)N(C)C (DMA), O (water). Conditions: time 2 hour. The product is ClCC1CN(C=2C=C(C3=C(C12)C=CC(=C3)S(=O)(=O)NCCO)[N+](=O)[O-])C(\C=C\C3=CC=C(C=C3)OC)=O (1-(Chloromethyl)-N-(2-hydroxyethyl)-3-[(E)-4-methoxycinnamoyl]-5-nitro-1,2-dihydro-3H-benzo[e]indole-7-sulfonamide). Yield: 65.5%. Reaction SMILES: [Cl:1][CH2:2][CH:3]1[C:11]2[C:10]3[CH:12]=[CH:13][C:14]([S:16]([NH:19][CH2:20][CH2:21][OH:22])(=[O:18])=[O:17])=[CH:15][C:9]=3[C:8]([N+:23]([O-:25])=[O:24])=[CH:7][C:6]=2[NH:5][CH2:4]1.[CH3:26][O:27][C:28]1[CH:38]=[CH:37][C:31](/[CH:32]=[CH:33]/[C:34](O)=[O:35])=[CH:30][CH:29]=1.CCN=C=NCCCN(C)C.CC1C=CC(S(O)(=O)=O)=CC=1>CO.Cl.O.CC(N(C)C)=O>[Cl:1][CH2:2][CH:3]1[C:11]2[C:10]3[CH:12]=[CH:13][C:14]([S:16]([NH:19][CH2:20][CH2:21][OH:22])(=[O:17])=[O:18])=[CH:15][C:9]=3[C:8]([N+:23]([O-:25])=[O:24])=[CH:7][C:6]=2[N:5]([C:34](=[O:35])/[CH:33]=[CH:32]/[C:31]2[CH:37]=[CH:38][C:28]([O:27][CH3:26])=[CH:29][CH:30]=2)[CH2:4]1 |f:4.5|. Reported procedure: (Scheme C). Amine 121 (75 mg, 0.19 mmol) was dissolved in MeOH/HCl(g) at room temperature and the solution was evaporated to dryness under reduced pressure. (E)-4-methoxycinnamic acid (41 mg, 0.23 mmol), EDCI (149 mg, 0.78 mmol), anhydrous TsOH (30 mg, 0.17 mmol) and dry DMA (3 mL) were then added and the mixture was sired at room temperature for 2 h. The mixture was poured into water and the precipitate was collected, washed with water, dried and dissolved in the minimum volume of DMW at room t... Starting materials: CCC(C(=O)[O-])N(Cc1ccc(CN2CCC3(CCN(C4CCCCC4)CC3)C2)cc1)CC(Cc1ncc[nH]1)Cc1ncc[nH]1, Cl. Product: O=C(O)CN(Cc1ccc(CN2CCC3(CCN(C4CCCCC4)CC3)C2)cc1)CC(Cc1ncc[nH]1)Cc1ncc[nH]1. RXN SMILES: [CH2:1]([CH3:2])[CH:3]([C:4](=[O:5])[O-:6])[N:7]([CH2:8][CH:9]([CH2:10][c:11]1[nH:12][cH:13][cH:14][n:15]1)[CH2:16][c:17]1[nH:18][cH:19][cH:20][n:21]1)[CH2:22][c:23]1[cH:24][cH:25][c:26]([CH2:29][N:30]2[CH2:31][C:32]3([CH2:33][CH2:34]2)[CH2:35][CH2:36][N:37]([CH:40]2[CH2:41][CH2:42][CH2:43][CH2:44][CH2:45]2)[CH2:38][CH2:39]3)[cH:27][cH:28]1.[ClH:46]>>[CH2:3]([C:4](=[O:5])[OH:6])[N:7]([CH2:8][CH:9]([CH2:10][c:11]1[n:12][cH:13][cH:14][nH:15]1)[CH2:16][c:17]1[n:18][cH:19][cH:20][nH:21]1)[CH2:22][c:23]1[cH:24][cH:25][c:26]([CH2:29][N:30]2[CH2:31][C:32]3([CH2:33][CH2:34]2)[CH2:35][CH2:36][N:37]([CH:40]2[CH2:41][CH2:42][CH2:43][CH2:44][CH2:45]2)[CH2:38][CH2:39]3)[cH:27][cH:28]1. As a reaction SMILES: [F:1][C:2]1[CH:7]=[CH:6][C:5]([CH2:8][C:9]2[CH:18]=[C:17]3[C:12]([C:13]([OH:25])=[C:14]([C:20](OCC)=[O:21])[C:15](=[O:19])[NH:16]3)=[N:11][CH:10]=2)=[CH:4][CH:3]=1.[CH2:26]([NH:28][CH2:29][CH2:30][NH2:31])[CH3:27]>>[CH2:26]([NH:28][CH2:29][CH2:30][NH:31][C:20]([C:14]1[C:15](=[O:19])[NH:16][C:17]2[C:12]([C:13]=1[OH:25])=[N:11][CH:10]=[C:9]([CH2:8][C:5]1[CH:6]=[CH:7][C:2]([F:1])=[CH:3][CH:4]=1)[CH:18]=2)=[O:21])[CH3:27]. The reactants are FC1=CC=C(C=C1)CC1=CN=C2C(=C(C(NC2=C1)=O)C(=O)OCC)O (ethyl 7-[(4-fluorophenyl)methyl]-4-hydroxy-2-oxo-1,2-dihydro-1,5-naphthyridine-3-carboxylate), C(C)NCCN (N-ethylethylenediamine). Procedure details: This compound was prepared from ethyl 7-[(4-fluorophenyl)methyl]-4-hydroxy-2-oxo-1,2-dihydro-1,5-naphthyridine-3-carboxylate and N-ethylethylenediamine employing methods similar to those described in Example 2 and was obtained as a white solid: 1H NMR (d6-DMSO) δ 11.72 (1H, br s), 10.68 (1H, br s), 8.17 (1H, s), 7.27 (3H, br s), 7.12 (2H, t, J=8.7 Hz), 4.00 (2H, s), 2.62-2.48 (6H, m), 0.99 (3H, t,J =7.1 Hz); HRMS calcd for C20H21FN4O3+H+: 385.1676. Found 385.1685. Yields the product C(C)NCCNC(=O)C=1C(NC2=CC(=CN=C2C1O)CC1=CC=C(C=C1)F)=O (N-[2-(ethylamino)ethyl]-7-[(4-fluorophenyl)methyl]-4-hydroxy-2-oxo-1,2-dihydro-1,5-naphthyridine-3-carboxamide). Starting materials: O=C([O-])[O-], CN1CCCC1=O, CCOC(C)=O, CS(=O)(=O)c1ccc(Cl)cn1, [Cs+], [Cs+], CC(C)(C)OC(=O)Nc1ccc(O)c(F)c1. Product: CC(C)(C)OC(=O)Nc1ccc(Oc2ccc(S(C)(=O)=O)nc2)c(F)c1. Reaction SMILES: [C:12](=[O:13])([O-:14])[O-:15].[CH3:18][N:19]1[CH2:20][CH2:21][CH2:22][C:23]1=[O:24].[CH3:41][CH2:42][O:43][C:44](=[O:45])[CH3:46].[Cl:1][c:2]1[cH:3][cH:4][c:5]([S:8](=[O:9])(=[O:10])[CH3:11])[n:6][cH:7]1.[Cs+:16].[Cs+:17].[F:25][c:26]1[cH:27][c:28]([NH:33][C:34]([O:35][C:36]([CH3:37])([CH3:38])[CH3:39])=[O:40])[cH:29][cH:30][c:31]1[OH:32]>>[c:2]1([O:32][c:31]2[c:26]([F:25])[cH:27][c:28]([NH:33][C:34]([O:35][C:36]([CH3:37])([CH3:38])[CH3:39])=[O:40])[cH:29][cH:30]2)[cH:3][cH:4][c:5]([S:8](=[O:9])(=[O:10])[CH3:11])[n:6][cH:7]1. Reactants: N[C@H](CN1N=C(C=C1)C1=C(C(=C(C#N)C=C1)Cl)C)C ((S)-4-(1-(2-aminopropyl)-1H-pyrazol-3-yl)-2-chloro-3-methylbenzonitrile), S1C=NC(=C1)C(=O)O (1,3-thiazole-4-carboxylic acid), C=1C=CC2=C(C1)N=NN2O (HOBt), CCN(C(C)C)C(C)C (DIPEA), CCN=C=NCCCN(C)C (EDCI). Run in C(Cl)Cl (DCM). The product is ClC=1C(=C(C=CC1C#N)C1=NN(C=C1)C[C@H](C)NC(=O)C=1N=CSC1)C ((S)—N-(1-(3-(3-chloro-4-cyano-2-methylphenyl)-1H-pyrazol-1-yl)propan-2-yl)thiazole-4-carboxamide). Yield: 313.3%. Reaction SMILES: [NH2:1][C@@H:2]([CH3:19])[CH2:3][N:4]1[CH:8]=[CH:7][C:6]([C:9]2[CH:16]=[CH:15][C:12]([C:13]#[N:14])=[C:11]([Cl:17])[C:10]=2[CH3:18])=[N:5]1.[S:20]1[CH:24]=[C:23]([C:25](O)=[O:26])[N:22]=[CH:21]1.C1C=CC2N(O)N=NC=2C=1.CCN(C(C)C)C(C)C.CCN=C=NCCCN(C)C>C(Cl)Cl>[Cl:17][C:11]1[C:10]([CH3:18])=[C:9]([C:6]2[CH:7]=[CH:8][N:4]([CH2:3][C@@H:2]([NH:1][C:25]([C:23]3[N:22]=[CH:21][S:20][CH:24]=3)=[O:26])[CH3:19])[N:5]=2)[CH:16]=[CH:15][C:12]=1[C:13]#[N:14]. Procedure: The title compound was prepared from (S)-4-(1-(2-aminopropyl)-1H-pyrazol-3-yl)-2-chloro-3-methylbenzonitrile (0.2 g, 0.728 mmol), 1,3-thiazole-4-carboxylic acid (0.113 g, 0.874 mmol), HOBt (0.118 g, 0.874 mmol), DIPEA (0.152 ml, 0.874 mmol) and EDCI (0.167 g, 0.874 mmol) using DCM as solvent using the method of Example 34(d) affording 0.88 g of the title compound. 1H-NMR (400 MHz; d6-DMSO): δ 1.16 (d, 3H), 2.51 (s, 3H), 4.37 (m, 2H), 6.61 (d, 1H), 7.67 (d, 1H), 7.83-7.85 (m, 2H), 8.27 (d, 1H), 8... Reactants: CCOCC, CCC(C(=O)[O-])c1cn2cc(C)sc2n1, CCO, Cl. Product: Cc1cn2cc(CC(=O)O)nc2s1, Cl. As a reaction SMILES: [CH2:19]([O:20][CH2:21][CH3:22])[CH3:23].[CH2:1]([CH3:2])[CH:3]([C:4](=[O:5])[O-:6])[c:7]1[n:8][c:9]2[s:10][c:11]([CH3:15])[cH:12][n:13]2[cH:14]1.[CH3:16][CH2:17][OH:18].[ClH:24]>>[CH2:3]([C:4](=[O:5])[OH:6])[c:7]1[n:8][c:9]2[s:10][c:11]([CH3:15])[cH:12][n:13]2[cH:14]1.[ClH:24]. Starting materials: BrC1=C(C=C(C=C1)C(F)(F)F)F (1-bromo-2-fluoro-4-(trifluoromethyl)benzene), C(CCCC)=O (valeraldehyde), Example 9 ( 1 ). The product is FC1=C(C=CC(=C1)C(F)(F)F)C(CCCC)=O (1-[2-Fluoro-4-(trifluoromethyl)phenyl]pentan-1-one). As a reaction SMILES: Br[C:2]1[CH:7]=[CH:6][C:5]([C:8]([F:11])([F:10])[F:9])=[CH:4][C:3]=1[F:12].[CH:13](=[O:18])[CH2:14][CH2:15][CH2:16][CH3:17]>>[F:12][C:3]1[CH:4]=[C:5]([C:8]([F:11])([F:10])[F:9])[CH:6]=[CH:7][C:2]=1[C:13](=[O:18])[CH2:14][CH2:15][CH2:16][CH3:17]. Procedure details: The titled compound was prepared from 1-bromo-2-fluoro-4-(trifluoromethyl)benzene (200 mg, 0.823 mmol) and valeraldehyde (0.05 mL, 0.8 mmol) in a procedure similar to that of Example 9 (1) as a pale yellow oil (114 mg, yield 97%). Starting materials: C1(CC1)C1=NNC(C1)=O (3-Cyclopropyl-1H-pyrazol-5(4H)-one), C1=[N+](C=CC2=CC=CC=C12)[O-] (isoquinoline N-oxide). Run in C(C)(=O)OC(C)=O (acetic anhydride). Yields the product C1(CC1)C/1=NNC(\C1=C\1/NC=CC2=CC=CC=C12)=O ((Z)-3-cyclopropyl-4-(isoquinolin-1 (2H)-ylidene)-1H-pyrazol-5(4H)-one). RXN SMILES: [CH:1]1([C:4]2[CH2:8][C:7](=[O:9])[NH:6][N:5]=2)[CH2:3][CH2:2]1.[CH:10]1[C:19]2[C:14](=[CH:15][CH:16]=[CH:17][CH:18]=2)[CH:13]=[CH:12][N+:11]=1[O-]>C(OC(=O)C)(=O)C>[CH:1]1([C:4]2=[N:5][NH:6][C:7](=[O:9])/[C:8]/2=[C:10]2\[NH:11][CH:12]=[CH:13][C:14]3[C:19]\2=[CH:18][CH:17]=[CH:16][CH:15]=3)[CH2:3][CH2:2]1. Procedure: 3-Cyclopropyl-1H-pyrazol-5(4H)-one (0.03 g, 0.27 mmol) and isoquinoline N-oxide (0.04 g, 0.27 mmol) were stirred in acetic anhydride (0.5 mL) for 30-40 minutes. The reaction mixture was concentrated and purified by LC-MS to give the title compound. 1H NMR (400 MHz, DMSO-d6) δ ppm 0.78-0.86 (m, 4H) 1.77-1.86 (m, 1H) 7.91 (t, J=7.71 Hz, 1H) 8.10 (t, J=7.58 Hz, 1H) 8.26 (d, J=8.59 Hz, 3H) 8.58 (d, J=6.57 Hz, 1H); ESI-MS: m/z calc'd for C15H13N3O 251.28. found 252.2 (M+H)+.